From a dataset of the Open Reaction Database (ORD), a public repository of structured organic reaction records. describe an organic reaction: reactants, conditions, products, and yield The reactants are O=C(OCc1ccccc1)C(C(=O)OCc1ccccc1)c1ccc([N+](=O)[O-])cn1, CO, [Cl-], [NH4+], C1CCOC1, O, [Zn]. The product is Nc1ccc(C(C(=O)OCc2ccccc2)C(=O)OCc2ccccc2)nc1. As a reaction SMILES: [CH2:1]([c:2]1[cH:3][cH:4][cH:5][cH:6][cH:7]1)[O:8][C:9]([CH:10]([C:11](=[O:12])[O:13][CH2:14][c:15]1[cH:16][cH:17][cH:18][cH:19][cH:20]1)[c:21]1[n:22][cH:23][c:24]([N+:27]([O-:28])=[O:29])[cH:25][cH:26]1)=[O:30].[CH3:39][OH:40].[Cl-:37].[NH4+:38].[O:31]1[CH2:32][CH2:33][CH2:34][CH2:35]1.[OH2:36].[Zn:41]>>[CH2:1]([c:2]1[cH:3][cH:4][cH:5][cH:6][cH:7]1)[O:8][C:9]([CH:10]([C:11](=[O:12])[O:13][CH2:14][c:15]1[cH:16][cH:17][cH:18][cH:19][cH:20]1)[c:21]1[n:22][cH:23][c:24]([NH2:27])[cH:25][cH:26]1)=[O:30]. Starting materials: [Cl-].[NH4+] (ammonium chloride), [Na] (monosodium), C1(O)=CC=C(O)C=C1 (hydroquinone), ClCCC(OC)OC (1-chloro-3,3-dimethoxypropane). Run in O (water), CN(C=O)C (dimethylformamide). Run at temperature 90 celsius. Yields the product COC(CCOC1=CC=C(C=C1)O)OC (4-(3,3-dimethoxypropoxy)phenol). As a reaction SMILES: [Na].[C:2]1([CH:9]=[CH:8][C:6]([OH:7])=[CH:5][CH:4]=1)[OH:3].Cl[CH2:11][CH2:12][CH:13]([O:16][CH3:17])[O:14][CH3:15].[Cl-].[NH4+]>O.CN(C)C=O>[CH3:15][O:14][CH:13]([O:16][CH3:17])[CH2:12][CH2:11][O:3][C:2]1[CH:9]=[CH:8][C:6]([OH:7])=[CH:5][CH:4]=1 |f:3.4,^1:0|. Procedure details: The monosodium salt of hydroquinone (0.05 mole) and dimethylformamide (75 ml) are charged under nitrogen gas into a glass reaction vessel equipped with a mechanical stirrer, thermometer and addition funnel. The mixture is stirred until dissolved, and 1-chloro-3,3-dimethoxypropane (0.05 mole) is added dropwise over a period of about 20 minutes. After the addition is completed, the reaction mixture is heated at about 90° C. with stirring for a period of about 48 hours. After this time water (200 m... The reactants are NCCCCN(CCC)C1=NC=CC=C1 (2-[N-(4-aminobutyl)-N-propylamino]pyridine), [N+](=O)([O-])NC1=NC=C(C(N1)=O)CC1=CC=NC=C1 (2-nitroamino-5-pyrid-4-ylmethylpyrimid-4-one). Run in O (water), N1=CC=CC=C1 (pyridine). Yields the product C(CC)N(C1=NC=CC=C1)CCCCNC1=NC=C(C(N1)=O)CC1=CC=NC=C1 (2-[4-(N-propyl-N-pyrid-2-ylamino)butylamino]-5-pyrid-4-ylmethylpyrimid-4-one). RXN SMILES: [NH2:1][CH2:2][CH2:3][CH2:4][CH2:5][N:6]([C:10]1[CH:15]=[CH:14][CH:13]=[CH:12][N:11]=1)[CH2:7][CH2:8][CH3:9].[N+](N[C:20]1[NH:25][C:24](=[O:26])[C:23]([CH2:27][C:28]2[CH:33]=[CH:32][N:31]=[CH:30][CH:29]=2)=[CH:22][N:21]=1)([O-])=O>N1C=CC=CC=1.O>[CH2:7]([N:6]([CH2:5][CH2:4][CH2:3][CH2:2][NH:1][C:20]1[NH:25][C:24](=[O:26])[C:23]([CH2:27][C:28]2[CH:33]=[CH:32][N:31]=[CH:30][CH:29]=2)=[CH:22][N:21]=1)[C:10]1[CH:15]=[CH:14][CH:13]=[CH:12][N:11]=1)[CH2:8][CH3:9]. Reported procedure: 2-[N-(4-aminobutyl)-N-propylamino]pyridine (0.9 g) and 2-nitroamino-5-pyrid-4-ylmethylpyrimid-4-one (0.72 g) were heated together under reflux in pyridine (2.5 ml) for 21 hr. After stripping the residue was taken up in water, basified, and extracted with ether. The aqueous was acidified (pH 6.5), extracted with dichloromethane and stripped to give an oil which was crystallized from ethanol/water to give 2-[4-(N-propyl-N-pyrid-2-ylamino)butylamino]-5-pyrid-4-ylmethylpyrimid-4-one 1.2 H2O; 0.45 g ...